Dataset: the Open Reaction Database (ORD), a public repository of structured organic reaction records. Task: describe an organic reaction: reactants, conditions, products, and yield Reactants: COC=1C=C(C=CC1OC)B(O)O (3,4-Dimethoxyphenylboronic acid), ClC=1C=C(C(=O)OCC)C=CN1 (ethyl 2-chioroisonicotinate). Yields the product COC=1C=C(C=CC1OC)C=1C=C(C(=O)OCC)C=CN1 (ethyl 2-(3,4-dimethoxyphenyl)isonicotinate). Reaction SMILES: [CH3:1][O:2][C:3]1[CH:4]=[C:5](B(O)O)[CH:6]=[CH:7][C:8]=1[O:9][CH3:10].Cl[C:15]1[CH:16]=[C:17]([CH:23]=[CH:24][N:25]=1)[C:18]([O:20][CH2:21][CH3:22])=[O:19]>>[CH3:1][O:2][C:3]1[CH:4]=[C:5]([C:15]2[CH:16]=[C:17]([CH:23]=[CH:24][N:25]=2)[C:18]([O:20][CH2:21][CH3:22])=[O:19])[CH:6]=[CH:7][C:8]=1[O:9][CH3:10]. Reported procedure: 3,4-Dimethoxyphenylboronic acid (215 mg) and ethyl 2-chioroisonicotinate (200 mg) were treated in the same manner as in Preparation Example 1 to obtain the title compound. The reactants are C[O-], CSC1=CCC2C3CCC4=CC(=O)C=CC4(C)C3(F)C(O)CC12C, [Na+], O=C(OC(=O)c1ccccc1)c1ccccc1, Cc1ccccc1C. Yields the product CC12CC(O)C3(F)C(CCC4=CC(=O)C=CC43C)C1CC=C2SCOC(=O)c1ccccc1. RXN SMILES: [CH3:42][O-:43].[F:1][C:2]12[C:3]3([CH3:24])[CH:4]=[CH:5][C:6](=[O:23])[CH:7]=[C:8]3[CH2:9][CH2:10][CH:11]1[CH:12]1[CH2:13][CH:14]=[C:15]([S:21][CH3:22])[C:16]1([CH3:17])[CH2:18][CH:19]2[OH:20].[Na+:44].[O:25]=[C:26]([O:27][C:28]([c:29]1[cH:30][cH:31][cH:32][cH:33][cH:34]1)=[O:35])[c:36]1[cH:37][cH:38][cH:39][cH:40][cH:41]1.[c:45]1([CH3:46])[c:47]([CH3:48])[cH:49][cH:50][cH:51][cH:52]1>>[F:1][C:2]12[C:3]3([CH3:24])[CH:4]=[CH:5][C:6](=[O:23])[CH:7]=[C:8]3[CH2:9][CH2:10][CH:11]1[CH:12]1[CH2:13][CH:14]=[C:15]([S:21][CH2:22][O:27][C:26](=[O:25])[c:36]3[cH:37][cH:38][cH:39][cH:40][cH:41]3)[C:16]1([CH3:17])[CH2:18][CH:19]2[OH:20]. Reactants: CCOC(=O)c1c(C(c2ccccc2)c2ccccc2)c2ccccc2n1CCN(C)C, CCO, [Na+], [OH-]. The product is CN(C)CCn1c(C(=O)O)c(C(c2ccccc2)c2ccccc2)c2ccccc21. RXN SMILES: [CH3:1][N:2]([CH2:3][CH2:4][n:5]1[c:6]([C:27](=[O:28])[O:29][CH2:30][CH3:31])[c:7]([CH:14]([c:15]2[cH:16][cH:17][cH:18][cH:19][cH:20]2)[c:21]2[cH:22][cH:23][cH:24][cH:25][cH:26]2)[c:8]2[cH:9][cH:10][cH:11][cH:12][c:13]12)[CH3:32].[CH3:35][CH2:36][OH:37].[Na+:34].[OH-:33]>>[CH3:1][N:2]([CH2:3][CH2:4][n:5]1[c:6]([C:27](=[O:28])[OH:29])[c:7]([CH:14]([c:15]2[cH:16][cH:17][cH:18][cH:19][cH:20]2)[c:21]2[cH:22][cH:23][cH:24][cH:25][cH:26]2)[c:8]2[cH:9][cH:10][cH:11][cH:12][c:13]12)[CH3:32]. Starting materials: ClCCl, Cn1nnc(N(Cc2cc(C(F)(F)F)cc(C(F)(F)F)c2)Cc2cc(C(F)(F)F)ccc2C(O)C2CCCCC2)n1, [Na+], [OH-]. The product is Cn1nnc(N(Cc2cc(C(F)(F)F)cc(C(F)(F)F)c2)Cc2cc(C(F)(F)F)ccc2C(=O)C2CCCCC2)n1. As a reaction SMILES: [CH2:42]([Cl:43])[Cl:44].[F:1][C:2]([c:3]1[cH:4][c:5]([CH2:6][N:7]([c:8]2[n:9][n:10][n:11]([CH3:13])[n:12]2)[CH2:14][c:15]2[c:16]([CH:25]([OH:26])[CH:27]3[CH2:28][CH2:29][CH2:30][CH2:31][CH2:32]3)[cH:17][cH:18][c:19]([C:21]([F:22])([F:23])[F:24])[cH:20]2)[cH:33][c:34]([C:36]([F:37])([F:38])[F:39])[cH:35]1)([F:40])[F:41].[Na+:46].[OH-:45]>>[F:1][C:2]([c:3]1[cH:4][c:5]([CH2:6][N:7]([c:8]2[n:9][n:10][n:11]([CH3:13])[n:12]2)[CH2:14][c:15]2[c:16]([C:25](=[O:26])[CH:27]3[CH2:28][CH2:29][CH2:30][CH2:31][CH2:32]3)[cH:17][cH:18][c:19]([C:21]([F:22])([F:23])[F:24])[cH:20]2)[cH:33][c:34]([C:36]([F:37])([F:38])[F:39])[cH:35]1)([F:40])[F:41].